Dataset: the Open Reaction Database (ORD), a public repository of structured organic reaction records. Task: describe an organic reaction: reactants, conditions, products, and yield Starting materials: Cc1cc(CN2CCOCC2)ccc1OC1CN(C(=O)OC(C)(C)C)C1, CO, Cl. The product is Cc1cc(CN2CCOCC2)ccc1OC1CNC1. As a reaction SMILES: [CH3:1][c:2]1[c:3]([O:4][CH:5]2[CH2:6][N:7]([C:9]([O:10][C:11]([CH3:12])([CH3:13])[CH3:14])=[O:15])[CH2:8]2)[cH:16][cH:17][c:18]([CH2:20][N:21]2[CH2:22][CH2:23][O:24][CH2:25][CH2:26]2)[cH:19]1.[CH3:28][OH:29].[ClH:27]>>[CH3:1][c:2]1[c:3]([O:4][CH:5]2[CH2:6][NH:7][CH2:8]2)[cH:16][cH:17][c:18]([CH2:20][N:21]2[CH2:22][CH2:23][O:24][CH2:25][CH2:26]2)[cH:19]1. As a reaction SMILES: [C:1]([CH2:6][CH:7]1[O:14][CH:10]2[CH2:11][CH2:12][CH2:13][CH:9]2[CH:8]1/[CH:15]=[CH:16]/[CH2:17][CH2:18][CH2:19][CH2:20][CH2:21][CH3:22])(OCC)=[O:2].CCCCCCC.[H-].C([Al+]CC(C)C)C(C)C.Cl>CCCCCC>[CH:1]([CH2:6][CH:7]1[O:14][CH:10]2[CH2:11][CH2:12][CH2:13][CH:9]2[CH:8]1/[CH:15]=[CH:16]/[CH2:17][CH2:18][CH2:19][CH2:20][CH2:21][CH3:22])=[O:2] |f:2.3|. Procedure details: To a solution of 1.00 g. (0.00308 mole) of 2-(carbethoxymethyl)-3-(1-trans-octenyl)-1,1-dioxolano cyclopentane in 5 ml. of heptane at -78° C. and under nitrogen is added dropwise 2.60 ml. of a solution of 25% diisobutylaluminum hydride in hexane. The resulting solution is stirred at -78° C. for 2.5 hours and then poured into cold dilute hydrochloric acid. The organic phase is washed with saturated brine, dried (Na2SO4), and evaporated to yield 0.863 g. of a colorless oil. IR 2695, 1723, 1045, 97... The reactants are C(=O)(OCC)CC1C(C2C(CCC2)O1)\C=C\CCCCCC (2-(carbethoxymethyl)-3-(1-trans-octenyl)-1,1-dioxolano cyclopentane), Cl (hydrochloric acid), CCCCCCC (heptane), [H-].C(C(C)C)[Al+]CC(C)C (diisobutylaluminum hydride). Yields the product C(=O)CC1C(C2C(CCC2)O1)\C=C\CCCCCC (2-(formylmethyl)-3-(1-trans-octenyl)-1,1-dioxolanocyclopentane). Run at temperature -78 celsius, time 2.5 hour. The solvent is CCCCCC (hexane).